Dataset: the Open Reaction Database (ORD), a public repository of structured organic reaction records. Task: describe an organic reaction: reactants, conditions, products, and yield Starting materials: O=C([O-])[O-], CCCC[N+](CCCC)(CCCC)CCCC, CCCCC(=O)Nc1ccc(OCCCl)c(-c2ccnn2C)c1, [I-], [K+], [K+], CN(C)C=O, OC1CCNCC1. Product: CCCCC(=O)Nc1ccc(OCCN2CCC(O)CC2)c(-c2ccnn2C)c1. As a reaction SMILES: [C:31](=[O:32])([O-:33])[O-:34].[CH2:38]([N+:39]([CH2:40][CH2:41][CH2:42][CH3:43])([CH2:44][CH2:45][CH2:46][CH3:47])[CH2:48][CH2:49][CH2:50][CH3:51])[CH2:52][CH2:53][CH3:54].[Cl:1][CH2:2][CH2:3][O:4][c:5]1[c:6](-[c:18]2[n:19]([CH3:23])[n:20][cH:21][cH:22]2)[cH:7][c:8]([NH:11][C:12]([CH2:13][CH2:14][CH2:15][CH3:16])=[O:17])[cH:9][cH:10]1.[I-:37].[K+:35].[K+:36].[O:55]=[CH:56][N:57]([CH3:58])[CH3:59].[OH:24][CH:25]1[CH2:26][CH2:27][NH:28][CH2:29][CH2:30]1>>[CH2:2]([CH2:3][O:4][c:5]1[c:6](-[c:18]2[n:19]([CH3:23])[n:20][cH:21][cH:22]2)[cH:7][c:8]([NH:11][C:12]([CH2:13][CH2:14][CH2:15][CH3:16])=[O:17])[cH:9][cH:10]1)[N:28]1[CH2:27][CH2:26][CH:25]([OH:24])[CH2:30][CH2:29]1. The reactants are C([O-])([O-])=O.[Cs+].[Cs+] (caesium carbonate), ClC1=C(C(=O)NCC23CC4CC(CC(C2)C4)C3)C=C(C=C1)O (2-chloro-5-hydroxy-N-(tricyclo[3.3.1.13,7]dec-1-ylmethyl)-benzamide), BrCCCCl (1-bromo-3-chloropropane). The solvent is C(C)O (ethanol). Reaction conditions: time 24 hour. Product: ClC1=C(C(=O)NCC23CC4CC(CC(C2)C4)C3)C=C(C=C1)OCCCCl (2-Chloro-5-[3-chloropropoxy]-N-(tricyclo[3.3.1.13,7]dec-1-ylmethyl)-benzamide). RXN SMILES: [Cl:1][C:2]1[CH:21]=[CH:20][C:19]([OH:22])=[CH:18][C:3]=1[C:4]([NH:6][CH2:7][C:8]12[CH2:17][CH:12]3[CH2:13][CH:14]([CH2:16][CH:10]([CH2:11]3)[CH2:9]1)[CH2:15]2)=[O:5].C(=O)([O-])[O-].[Cs+].[Cs+].Br[CH2:30][CH2:31][CH2:32][Cl:33]>C(O)C>[Cl:1][C:2]1[CH:21]=[CH:20][C:19]([O:22][CH2:30][CH2:31][CH2:32][Cl:33])=[CH:18][C:3]=1[C:4]([NH:6][CH2:7][C:8]12[CH2:17][CH:12]3[CH2:11][CH:10]([CH2:16][CH:14]([CH2:13]3)[CH2:15]1)[CH2:9]2)=[O:5] |f:1.2.3|. Reported procedure: To a solution of 2-chloro-5-hydroxy-N-(tricyclo[3.3.1.13,7]dec-1-ylmethyl)-benzamide (WO 99/29661) (0.48 g) in ethanol (5 ml) was added caesium carbonate (0.977 g) and reaction mixture heated to 85° C. for 10 min. before addition of 1-bromo-3-chloropropane (0.74 ml). Heating was continued for 24 h before cooling to room temperature and concentration under reduced pressure. The residue was dissolved in ethyl acetate and washed with water(twice), then with KHSO4 solution and brine. The organics we... The reactants are CC(=O)[O-], CC(=O)O, O=C(Cl)CCl, COC(=O)c1ccc2c(C3CCCCC3)c(-c3ccc(OCc4ccccc4)cc3N)[nH]c2c1, [Na+], C1CCOC1, O. The product is COC(=O)c1ccc2c(C3CCCCC3)c(-c3ccc(OCc4ccccc4)cc3NC(=O)CCl)[nH]c2c1. As a reaction SMILES: [CH3:36][C:37](=[O:38])[O-:39].[CH3:40][C:41](=[O:42])[OH:43].[Cl:44][CH2:45][C:46](=[O:47])[Cl:48].[NH2:1][c:2]1[c:3](-[c:16]2[nH:17][c:18]3[cH:19][c:20]([C:31](=[O:32])[O:33][CH3:34])[cH:21][cH:22][c:23]3[c:24]2[CH:25]2[CH2:26][CH2:27][CH2:28][CH2:29][CH2:30]2)[cH:4][cH:5][c:6]([O:8][CH2:9][c:10]2[cH:11][cH:12][cH:13][cH:14][cH:15]2)[cH:7]1.[Na+:35].[O:49]1[CH2:50][CH2:51][CH2:52][CH2:53]1.[OH2:54]>>[NH:1]([c:2]1[c:3](-[c:16]2[nH:17][c:18]3[cH:19][c:20]([C:31](=[O:32])[O:33][CH3:34])[cH:21][cH:22][c:23]3[c:24]2[CH:25]2[CH2:26][CH2:27][CH2:28][CH2:29][CH2:30]2)[cH:4][cH:5][c:6]([O:8][CH2:9][c:10]2[cH:11][cH:12][cH:13][cH:14][cH:15]2)[cH:7]1)[C:46]([CH2:45][Cl:44])=[O:47]. Isolated yield 192.6%. The reactants are Cl.ClCC1=NC2=CC=C(C=C2C=C1)NC(C)=O (N-[2-(chloromethyl)-6-quinolinyl]acetamide hydrochloride), Cl (hydrochloric acid). Conditions: temperature 100 celsius, time 2 hour. As a reaction SMILES: [ClH:1].[Cl:2][CH2:3][C:4]1[CH:13]=[CH:12][C:11]2[C:6](=[CH:7][CH:8]=[C:9]([NH:14]C(=O)C)[CH:10]=2)[N:5]=1.Cl>>[ClH:2].[ClH:1].[Cl:2][CH2:3][C:4]1[CH:13]=[CH:12][C:11]2[C:6](=[CH:7][CH:8]=[C:9]([NH2:14])[CH:10]=2)[N:5]=1 |f:0.1,3.4.5|. Product: Cl.Cl.ClCC1=NC2=CC=C(C=C2C=C1)N (2-(Chloromethyl)-6-quinolinylamine Dihydrochloride). Reported procedure: To the N-[2-(chloromethyl)-6-quinolinyl]acetamide hydrochloride (900 mg, 3.32 mmol) obtained in Reference Example 6 was added 5N hydrochloric acid (17 ml), and the mixture was stirred at 100° C. for 2 hours. The reaction solution was concentrated under reduced pressure, and the resulting residue was washed with tetrahydrofuran to obtain the titled compound (849 mg) as powders. Reactants: S(O)(O)(=O)=O (sulfuric acid), OO (Hydrogen peroxide), COC=1C=C2C(C(NC2=CC1C)=O)=O (5-methoxy-6-methyl-1H-indole-2,3-dione), OO (H2O2). Solvent: [OH-].[Na+] (NaOH). Product: NC1=C(C(=O)O)C=C(C(=C1)C)OC (2-amino-5-methoxy-4-methylbenzoic acid). Isolated yield 61.0%. Reaction SMILES: OO.[CH3:3][O:4][C:5]1[CH:6]=[C:7]2[C:11](=[CH:12][C:13]=1[CH3:14])[NH:10]C(=O)[C:8]2=[O:16].S(=O)(=O)(O)[OH:18]>[OH-].[Na+]>[NH2:10][C:11]1[CH:12]=[C:13]([CH3:14])[C:5]([O:4][CH3:3])=[CH:6][C:7]=1[C:8]([OH:16])=[O:18] |f:3.4|. Reported procedure: 10% Hydrogen peroxide (H2O2) (80 mL) was added dropwise to a stirring solution of 5-methoxy-6-methyl-1H-indole-2,3-dione (4.7 g, 24.6 mmol) in 3N NaOH (aq.) (100 mL). The H2O2 solution was added over a period of 1.5 h in order to keep the temperature below 35° C. The solution was then acidified to pH 4 with 2.5M sulfuric acid. A precipitate formed and was collected by filtration. The solid was washed with water and dried to give 2-amino-5-methoxy-4-methylbenzoic acid (2.7 g, 14.9 mmol, 61%). Starting materials: C(CCC)OC(=O)[C@@H]1[C@@H](C(N1CC1=C(C=C(C=C1)OC)OC)=O)N1C(C=2C(C1=O)=CC=CC2)=O (cis-1-(2,4-dimethoxybenzyl)-3-phthalimido-2-oxoazetidine-4-carboxylic acid n-butyl ester), CNN (methyl hydrazine). Solvent: C(Cl)Cl (methylene chloride). Run at time 8 hour. Product: C(CCC)OC(=O)[C@@H]1[C@@H](C(N1CC1=C(C=C(C=C1)OC)OC)=O)N (cis-3-amino-1-(2,4-dimethoxybenzyl)-2-oxoazetidine-4-carboxylic acid n-butyl ester). The yield is 87.6%. RXN SMILES: [CH2:1]([O:5][C:6]([C@H:8]1[N:11]([CH2:12][C:13]2[CH:18]=[CH:17][C:16]([O:19][CH3:20])=[CH:15][C:14]=2[O:21][CH3:22])[C:10](=[O:23])[C@H:9]1[N:24]1C(=O)C2=CC=CC=C2C1=O)=[O:7])[CH2:2][CH2:3][CH3:4].CNN>C(Cl)Cl>[CH2:1]([O:5][C:6]([C@H:8]1[N:11]([CH2:12][C:13]2[CH:18]=[CH:17][C:16]([O:19][CH3:20])=[CH:15][C:14]=2[O:21][CH3:22])[C:10](=[O:23])[C@H:9]1[NH2:24])=[O:7])[CH2:2][CH2:3][CH3:4]. Procedure: To a solution of 19 g of cis-1-(2,4-dimethoxybenzyl)-3-phthalimido-2-oxoazetidine-4-carboxylic acid n-butyl ester in 190 ml of methylene chloride is added 3.7 g of methyl hydrazine. The mixture is stirred overnight at room temperature. The reaction mixture is subjected to filtration, and the filtrate is concentrated under reduced pressure. To the residue is added ethyl acetate, and the insolubles are removed by filtration. The filtrate is subjected to extraction twice, with 100 ml each of 1N-HCl...